describe an organic reaction: reactants, conditions, products, and yield From a dataset of the Open Reaction Database (ORD), a public repository of structured organic reaction records. Starting materials: ClCCl, O=[Cr](=O)([O-])OCl, CCCCOS(=O)(=O)C1CC(O)C1, c1cc[nH+]cc1. Yields the product CCCCOS(=O)(=O)C1CC(=O)C1. Reaction SMILES: [Cl:26][CH2:27][Cl:28].[Cr:1]([O-:2])([O:3][Cl:4])(=[O:5])=[O:6].[OH:13][CH:14]1[CH2:15][CH:16]([S:18](=[O:19])(=[O:20])[O:21][CH2:22][CH2:23][CH2:24][CH3:25])[CH2:17]1.[nH+:7]1[cH:8][cH:9][cH:10][cH:11][cH:12]1>>[O:13]=[C:14]1[CH2:15][CH:16]([S:18](=[O:19])(=[O:20])[O:21][CH2:22][CH2:23][CH2:24][CH3:25])[CH2:17]1. The reactants are COC=1C=CC2=C(SC(=C2OC=2C=CC(=NC2)CO)C2=CC=C(C=C2)OC)C1 ((5-((6-methoxy-2-(4-methoxyphenyl)-benzo[b]thiophen-3-yl)oxy)pyridin-2-yl)methanol). Reagents/catalysts: [O-2].[O-2].[Mn+4] (manganese dioxide). The solvent is C(Cl)Cl (DCM). Run at time 48 hour. Yields the product COC=1C=CC2=C(SC(=C2OC=2C=CC(=NC2)C=O)C2=CC=C(C=C2)OC)C1 (5-((6-methoxy-2-(4-methoxyphenyl)benzo[b]thiophen-3-yl)oxy)picolinaldehyde). As a reaction SMILES: [CH3:1][O:2][C:3]1[CH:4]=[CH:5][C:6]2[C:10]([O:11][C:12]3[CH:13]=[CH:14][C:15]([CH2:18][OH:19])=[N:16][CH:17]=3)=[C:9]([C:20]3[CH:25]=[CH:24][C:23]([O:26][CH3:27])=[CH:22][CH:21]=3)[S:8][C:7]=2[CH:28]=1>C(Cl)Cl.[O-2].[O-2].[Mn+4]>[CH3:1][O:2][C:3]1[CH:4]=[CH:5][C:6]2[C:10]([O:11][C:12]3[CH:13]=[CH:14][C:15]([CH:18]=[O:19])=[N:16][CH:17]=3)=[C:9]([C:20]3[CH:25]=[CH:24][C:23]([O:26][CH3:27])=[CH:22][CH:21]=3)[S:8][C:7]=2[CH:28]=1 |f:2.3.4|. Reported procedure: To a solution of (5-((6-methoxy-2-(4-methoxyphenyl)-benzo[b]thiophen-3-yl)oxy)pyridin-2-yl)methanol (0.266 g, 0.676 mmol) in DCM (3.38 mL) was added manganese dioxide (1.176 g, 13.52 mmol) and the reaction was stirred at room temperature for 48 h. Upon completion the reaction was filtered over Celite™ and concentrated in vacuo to afford crude 5-((6-methoxy-2-(4-methoxyphenyl)benzo[b]thiophen-3-yl)oxy)picolinaldehyde which was used without further purification. LC/MS (m/z, MH+): 392.2.